Dataset: the Open Reaction Database (ORD), a public repository of structured organic reaction records. Task: describe an organic reaction: reactants, conditions, products, and yield Solvent: CN(C)C=O (DMF). Conditions: time 20 hour. Reported procedure: 23 mg (0.06 mmol) of the compound from Example 12A (trans isomer), 17 mg (0.07 mmol) of 4-(chloromethyl)-2-(4-chlorophenyl)-1,3-thiazole and 20 mg (0.24 mmol) of sodium bicarbonate are initially charged in 2 ml of dry DMF and stirred at RT for 20 h. The mixture is then directly purified by preparative HPLC (column: YMC GEL ODS-AQ S-5/15 μm; mobile phase gradient: acetonitrile/water 10:90→95:5). The reactants are NC1=NC(=C(C(=C1C#N)C1CCC(CC1)O[Si](C)(C)C(C)(C)C)C#N)S (2-Amino-4-(4-{[tert-butyl(dimethyl)silyl]oxy}cyclohexyl)-6-mercaptopyridine-3,5-dicarbonitrile), ClCC=1N=C(SC1)C1=CC=C(C=C1)Cl (4-(chloromethyl)-2-(4-chlorophenyl)-1,3-thiazole), C([O-])(O)=O.[Na+] (sodium bicarbonate). As a reaction SMILES: [NH2:1][C:2]1[C:7]([C:8]#[N:9])=[C:6]([CH:10]2[CH2:15][CH2:14][CH:13]([O:16][Si:17]([C:20]([CH3:23])([CH3:22])[CH3:21])([CH3:19])[CH3:18])[CH2:12][CH2:11]2)[C:5]([C:24]#[N:25])=[C:4]([SH:26])[N:3]=1.Cl[CH2:28][C:29]1[N:30]=[C:31]([C:34]2[CH:39]=[CH:38][C:37]([Cl:40])=[CH:36][CH:35]=2)[S:32][CH:33]=1.C(=O)(O)[O-].[Na+]>CN(C=O)C>[NH2:1][C:2]1[C:7]([C:8]#[N:9])=[C:6]([C@H:10]2[CH2:11][CH2:12][C@H:13]([O:16][Si:17]([C:20]([CH3:22])([CH3:23])[CH3:21])([CH3:18])[CH3:19])[CH2:14][CH2:15]2)[C:5]([C:24]#[N:25])=[C:4]([S:26][CH2:28][C:29]2[N:30]=[C:31]([C:34]3[CH:39]=[CH:38][C:37]([Cl:40])=[CH:36][CH:35]=3)[S:32][CH:33]=2)[N:3]=1 |f:2.3|. Yields the product NC1=NC(=C(C(=C1C#N)[C@@H]1CC[C@H](CC1)O[Si](C)(C)C(C)(C)C)C#N)SCC=1N=C(SC1)C1=CC=C(C=C1)Cl (2-Amino-4-(trans-4-{[tert-butyl(dimethyl)silyl]oxy}cyclohexyl)-6-({[2-(4-chlorophenyl)-1,3-thiazol-4-yl]methyl}thio)pyridine-3,5-dicarbonitrile).